This data is from the Open Reaction Database (ORD), a public repository of structured organic reaction records. The task is: describe an organic reaction: reactants, conditions, products, and yield Reactants: Cc1nc(Br)sc1C(=O)O, CN1CCOCC1, CCOC(C)=O, CC(C)COC(=O)Cl, ClCCl, NCc1cccnc1. Yields the product Cc1nc(Br)sc1C(=O)NCc1cccnc1. Reaction SMILES: [Br:1][c:2]1[s:3][c:4]([C:8](=[O:9])[OH:10])[c:5]([CH3:7])[n:6]1.[CH3:11][N:12]1[CH2:13][CH2:14][O:15][CH2:16][CH2:17]1.[CH3:37][CH2:38][O:39][C:40](=[O:41])[CH3:42].[Cl:18][C:19]([O:20][CH2:21][CH:22]([CH3:23])[CH3:24])=[O:25].[Cl:34][CH2:35][Cl:36].[n:26]1[cH:27][c:28]([CH2:32][NH2:33])[cH:29][cH:30][cH:31]1>>[Br:1][c:2]1[s:3][c:4]([C:8](=[O:10])[NH:33][CH2:32][c:28]2[cH:27][n:26][cH:31][cH:30][cH:29]2)[c:5]([CH3:7])[n:6]1.